From a dataset of the Open Reaction Database (ORD), a public repository of structured organic reaction records. describe an organic reaction: reactants, conditions, products, and yield The reactants are CCOP(=O)(CC#N)OCC, CC(C)(C)[O-], [K+], CC(C)(C)OC(=O)N1CC(=O)C1, C1CCOC1. The product is CC(C)(C)OC(=O)N1CC(=CC#N)C1. Reaction SMILES: [C:7](#[N:8])[CH2:9][P:10](=[O:11])([O:12][CH2:13][CH3:14])[O:15][CH2:16][CH3:17].[CH3:1][C:2]([CH3:3])([O-:4])[CH3:5].[K+:6].[O:18]=[C:19]1[CH2:20][N:21]([C:23](=[O:24])[O:25][C:26]([CH3:27])([CH3:28])[CH3:29])[CH2:22]1.[O:30]1[CH2:31][CH2:32][CH2:33][CH2:34]1>>[C:7](#[N:8])[CH:9]=[C:19]1[CH2:20][N:21]([C:23](=[O:24])[O:25][C:26]([CH3:27])([CH3:28])[CH3:29])[CH2:22]1. Starting materials: F[B-](F)(F)F, CC(C)N1CCC(Oc2cc3cc(C(=O)O)[nH]c3cc2Br)CC1, O=C([O-])O, CN(C)C=O, CCN(C(C)C)C(C)C, Cl, O=S(=O)(N1CCCCC1)N1CCNCC1, [Na+], CN(C)C(On1nnc2ccccc21)=[N+](C)C. Yields the product CC(C)N1CCC(Oc2cc3cc(C(=O)N4CCN(S(=O)(=O)N5CCCCC5)CC4)[nH]c3cc2Br)CC1. As a reaction SMILES: [B-:25]([F:26])([F:27])([F:28])[F:29].[Br:2][c:3]1[c:4]([O:15][CH:16]2[CH2:17][CH2:18][N:19]([CH:22]([CH3:23])[CH3:24])[CH2:20][CH2:21]2)[cH:5][c:6]2[cH:7][c:8]([C:12](=[O:13])[OH:14])[nH:9][c:10]2[cH:11]1.[C:71](=[O:72])([OH:73])[O-:74].[CH3:76][N:77]([CH3:78])[CH:79]=[O:80].[CH:62]([N:63]([CH2:64][CH3:65])[CH:66]([CH3:67])[CH3:68])([CH3:69])[CH3:70].[ClH:1].[N:47]1([S:53](=[O:54])(=[O:55])[N:56]2[CH2:57][CH2:58][NH:59][CH2:60][CH2:61]2)[CH2:48][CH2:49][CH2:50][CH2:51][CH2:52]1.[Na+:75].[n:30]1([O:31][C:32]([N:33]([CH3:34])[CH3:35])=[N+:36]([CH3:37])[CH3:38])[c:39]2[cH:40][cH:41][cH:42][cH:43][c:44]2[n:45][n:46]1>>[Br:2][c:3]1[c:4]([O:15][CH:16]2[CH2:17][CH2:18][N:19]([CH:22]([CH3:23])[CH3:24])[CH2:20][CH2:21]2)[cH:5][c:6]2[cH:7][c:8]([C:12](=[O:13])[N:59]3[CH2:58][CH2:57][N:56]([S:53]([N:47]4[CH2:48][CH2:49][CH2:50][CH2:51][CH2:52]4)(=[O:54])=[O:55])[CH2:61][CH2:60]3)[nH:9][c:10]2[cH:11]1. The reactants are CC(C)(C)OC(=O)C=C1CC(C(=O)O)C1, CCO, [H][H]. Yields the product CC(C)(C)OC(=O)CC1CC(C(=O)O)C1. As a reaction SMILES: [C:1]([CH3:2])([CH3:3])([CH3:4])[O:5][C:6](=[O:7])[CH:8]=[C:9]1[CH2:10][CH:11]([C:13](=[O:14])[OH:15])[CH2:12]1.[CH3:18][CH2:19][OH:20].[H:16][H:17]>>[C:1]([CH3:2])([CH3:3])([CH3:4])[O:5][C:6](=[O:7])[CH2:8][CH:9]1[CH2:10][CH:11]([C:13](=[O:14])[OH:15])[CH2:12]1. The reactants are ClC1=C(C=C(C(=O)O)C=C1)S(=O)(=O)C1=C(C=CC=C1)[N+](=O)[O-] (4-chloro-3-(o-nitrophenylsulphonyl)benzoic acid), stannous chloride, Cl (hydrochloric acid), C(C)(=O)O (acetic acid). The solvent is O (water). Product: NC1=C(C=CC=C1)S(=O)(=O)C=1C=C(C(=O)O)C=CC1Cl (3-(o-Aminophenylsulphonyl)-4-chlorobenzoic acid). Reaction SMILES: [Cl:1][C:2]1[CH:10]=[CH:9][C:5]([C:6]([OH:8])=[O:7])=[CH:4][C:3]=1[S:11]([C:14]1[CH:19]=[CH:18][CH:17]=[CH:16][C:15]=1[N+:20]([O-])=O)(=[O:13])=[O:12].Cl.C(O)(=O)C>O>[NH2:20][C:15]1[CH:16]=[CH:17][CH:18]=[CH:19][C:14]=1[S:11]([C:3]1[CH:4]=[C:5]([CH:9]=[CH:10][C:2]=1[Cl:1])[C:6]([OH:8])=[O:7])(=[O:13])=[O:12]. Procedure: A mixture of 4-chloro-3-(o-nitrophenylsulphonyl)benzoic acid (1.71g), stannous chloride (3.12g), concentrated hydrochloric acid (6.6 ml) and acetic acid (25 ml) was heated on the steamm bath for 30 min., cooled, and diluted with water. 3-(o-Aminophenylsulhonyl)-4-chlorobenzoic acid was filtered off, washed with water and dried, m.p. 235°-238° C, providing on recrystallisation from acetic acid, m.p. 246°-248° C. Starting materials: BrC1=CC=C(N1C)C1=C(N=C2N1N=C(C=C2C(CC)CC)C)C (3-(5-bromo-1-methyl-1H-pyrrol-2-yl)-8-(1-ethyl-propyl)-2,6-dimethyl-imidazo[1,2-b]pyridazine), [Br-].CC1=C(SC=C1)[Zn+] (3-methyl-2-thienyl zinc bromide), [NH4+].[Cl-] (NH4Cl). Run in C1CCOC1 (THF). Reaction conditions: temperature 60 celsius. The product is C(C)C(CC)C=1C=2N(N=C(C1)C)C(=C(N2)C)C=2N(C(=CC2)C=2SC=CC2C)C (8-(1-Ethyl-propyl)-2,6-dimethyl-3-[1-methyl-5-(3-methyl-thiophen-2-yl)-1H-pyrrol-2-yl]-imidazo[1,2-b]pyridazine). Isolated yield 55.4%. As a reaction SMILES: Br[C:2]1[N:6]([CH3:7])[C:5]([C:8]2[N:12]3[N:13]=[C:14]([CH3:22])[CH:15]=[C:16]([CH:17]([CH2:20][CH3:21])[CH2:18][CH3:19])[C:11]3=[N:10][C:9]=2[CH3:23])=[CH:4][CH:3]=1.[Br-].[CH3:25][C:26]1[CH:30]=[CH:29][S:28][C:27]=1[Zn+].[NH4+].[Cl-]>C1COCC1>[CH2:18]([CH:17]([C:16]1[C:11]2[N:12]([C:8]([C:5]3[N:6]([CH3:7])[C:2]([C:27]4[S:28][CH:29]=[CH:30][C:26]=4[CH3:25])=[CH:3][CH:4]=3)=[C:9]([CH3:23])[N:10]=2)[N:13]=[C:14]([CH3:22])[CH:15]=1)[CH2:20][CH3:21])[CH3:19] |f:1.2,3.4|. Reported procedure: A THF slurry (5 mL) of 3-(5-bromo-1-methyl-1H-pyrrol-2-yl)-8-(1-ethyl-propyl)-2,6-dimethyl-imidazo[1,2-b]pyridazine (143 mg, 0.38 mmol) and PdCl2(dppf)-CH2Cl2 complex (Aldrich, 19 mg, 0.023 mmol) is treated with 3-methyl-2-thienyl zinc bromide (Aldrich, 0.5 M in THF, 3.8 mL, 1.9 mmol) then heated to 60° C. for 1 hr. The resulting mixture is poured into sat'd NH4Cl (25 mL) and extracted with diethyl ether (35 mL). The organic extract is washed with aq. NaCl, dried over Na2SO4, filtered, and conce... The reactants are CO, Clc1cc(Cl)nc(Cl)n1, C1CCOC1, Cc1cc(C)nc(C)c1. As a reaction SMILES: [CH3:10][OH:11].[Cl:1][c:2]1[n:3][c:4]([Cl:9])[cH:5][c:6]([Cl:8])[n:7]1.[O:21]1[CH2:22][CH2:23][CH2:24][CH2:25]1.[n:12]1[c:13]([CH3:14])[cH:15][c:16]([CH3:17])[cH:18][c:19]1[CH3:20]>>[Cl:1][c:2]1[n:3][c:4]([Cl:9])[cH:5][c:6]([O:11][CH3:10])[n:7]1. Product: COc1cc(Cl)nc(Cl)n1. Reactants: NC(CN1N=CC(=C1)C(=O)OCC)=S (ethyl 1-(2-amino-2-thioxoethyl)-1H-pyrazole-4-carboxylate), BrCC(=O)C1=CC(=CC=C1)OC(F)(F)F (2-bromo-1-[3-(trifluoromethoxy)phenyl]ethanone). Product: FC(OC=1C=C(C=CC1)C=1N=C(SC1)CN1N=CC(=C1)C(=O)OCC)(F)F (ethyl 1-({4-[3-(trifluoromethoxy)phenyl]-1,3-thiazol-2-yl}methyl)-1H-pyrazole-4-carboxylate). Isolated yield 86.3%. As a reaction SMILES: [NH2:1][C:2](=[S:14])[CH2:3][N:4]1[CH:8]=[C:7]([C:9]([O:11][CH2:12][CH3:13])=[O:10])[CH:6]=[N:5]1.Br[CH2:16][C:17]([C:19]1[CH:24]=[CH:23][CH:22]=[C:21]([O:25][C:26]([F:29])([F:28])[F:27])[CH:20]=1)=O>>[F:27][C:26]([F:28])([F:29])[O:25][C:21]1[CH:20]=[C:19]([C:17]2[N:1]=[C:2]([CH2:3][N:4]3[CH:8]=[C:7]([C:9]([O:11][CH2:12][CH3:13])=[O:10])[CH:6]=[N:5]3)[S:14][CH:16]=2)[CH:24]=[CH:23][CH:22]=1. Procedure: By a reaction in the same manner as in Example 1c and using the compound (213 mg, 1.00 mmol) obtained in Example 1b and 2-bromo-1-[3-(trifluoromethoxy)phenyl]ethanone (283 mg, 1.00 mmol), the title compound (343 mg, 86%) was obtained as colorless crystals.